describe an organic reaction: reactants, conditions, products, and yield From a dataset of the Open Reaction Database (ORD), a public repository of structured organic reaction records. Starting materials: C(C1=CC=CC=C1)(=O)NC(C(C(=O)OCC)O)C1=CC=CC=C1 (β-(Benzoylamino)-α-hydroxybenzenepropanoic acid, ethyl ester), C(C)OC(OCC)OCC (triethoxymethane), CC1=CC=C(C=C1)S(=O)(=O)[O-].C1=CC=[NH+]C=C1 (PPTS). Solvent: C1=CC=CC=C1 (benzene). Yields the product C(C)OC(=O)[C@@H]1[C@@H](N(C(O1)OCC)C(C1=CC=CC=C1)=O)C1=CC=CC=C1 ((4S,5S)-3-Benzoyl-2-ethoxy-4-phenyl-5-oxazolidinecarboxylic Acid Ethyl Ester). As a reaction SMILES: [C:1]([NH:9][CH:10]([C:18]1[CH:23]=[CH:22][CH:21]=[CH:20][CH:19]=1)[CH:11]([OH:17])[C:12]([O:14][CH2:15][CH3:16])=[O:13])(=[O:8])[C:2]1[CH:7]=[CH:6][CH:5]=[CH:4][CH:3]=1.[CH2:24]([O:26][CH:27](OCC)OCC)[CH3:25].CC1C=CC(S([O-])(=O)=O)=CC=1.C1C=C[NH+]=CC=1>C1C=CC=CC=1>[CH2:15]([O:14][C:12]([C@H:11]1[O:17][CH:27]([O:26][CH2:24][CH3:25])[N:9]([C:1](=[O:8])[C:2]2[CH:3]=[CH:4][CH:5]=[CH:6][CH:7]=2)[C@H:10]1[C:18]1[CH:19]=[CH:20][CH:21]=[CH:22][CH:23]=1)=[O:13])[CH3:16] |f:2.3|. Procedure details: [R-(R*,S*)]-β-(Benzoylamino)-α-hydroxybenzenepropanoic acid, ethyl ester (1.16 mmol) is suspended in benzene (10 ml), and triethoxymethane (3.44 mmol) and PPTS (72 mg) are added. Heating to reflux provides the title compound. Starting materials: C(C)(C)(C)OC(N[C@@H](CC1=CC=C(C=C1)[N+](=O)[O-])C(N)=O)=O (1-(S)-carbamoyl-2-(4-nitrophenyl)ethyl-carbamic acid tert-butyl ester), BrCC(CC)=O (1-bromo-2-butanone), C(C)OCC (diethyl ether). Run in CC#N (CH3CN). Product: C(C)C=1N=C(OC1)[C@H](CC1=CC=C(C=C1)[N+](=O)[O-])N ((S)-1-(4-ethyloxazol-2-yl)-2-(4-nitrophenyl)ethanamine). RXN SMILES: C(OC(=O)[NH:7][C@H:8]([C:19](=[O:21])[NH2:20])[CH2:9][C:10]1[CH:15]=[CH:14][C:13]([N+:16]([O-:18])=[O:17])=[CH:12][CH:11]=1)(C)(C)C.Br[CH2:24][C:25](=O)[CH2:26][CH3:27].C(OCC)C>CC#N>[CH2:26]([C:25]1[N:20]=[C:19]([C@@H:8]([NH2:7])[CH2:9][C:10]2[CH:11]=[CH:12][C:13]([N+:16]([O-:18])=[O:17])=[CH:14][CH:15]=2)[O:21][CH:24]=1)[CH3:27]. Procedure details: A mixture of [1-(S)-carbamoyl-2-(4-nitrophenyl)ethyl-carbamic acid tert-butyl ester, 1, (10 g, 32.3 mmol) and 1-bromo-2-butanone (90%, 4.1 mL, 36 mmol) in CH3CN (500 mL) is refluxed for 18 hours. The reaction mixture is cooled to room temperature and diethyl ether is added to the solution and the precipitate which forms is removed by filtration and is used without further purification. RXN SMILES: [O:1]=[C:2]1[NH:7][C:6]2[CH:8]=[C:9]([C:12]([OH:14])=O)[CH:10]=[CH:11][C:5]=2[S:4][CH2:3]1.[CH3:15][O:16][C:17]1[CH:18]=[C:19]2[C:28](=[CH:29][CH:30]=1)[N:27]=[CH:26][C:25]1[O:24][CH2:23][CH:22]([N:31]3[CH2:36][CH2:35][CH:34]([NH2:37])[CH2:33][CH2:32]3)[CH2:21][C:20]2=1.ON1C2C=CC=CC=2N=N1.Cl.CN(C)CCCN=C=NCC.C(N(CC)C(C)C)(C)C>CN(C)C=O>[CH3:15][O:16][C:17]1[CH:18]=[C:19]2[C:28](=[CH:29][CH:30]=1)[N:27]=[CH:26][C:25]1[O:24][CH2:23][CH:22]([N:31]3[CH2:32][CH2:33][CH:34]([NH:37][C:12]([C:9]4[CH:10]=[CH:11][C:5]5[S:4][CH2:3][C:2](=[O:1])[NH:7][C:6]=5[CH:8]=4)=[O:14])[CH2:35][CH2:36]3)[CH2:21][C:20]2=1 |f:3.4|. Run in CN(C=O)C (N,N-dimethylformamide). Reported procedure: 3-Oxo-3,4-dihydro-2H-benzo[1,4]thiazine-6-carboxylic acid (31 mg, 0.14 mmol, 1.0 eq) is added at room temperature to a stirred solution of 1-(6-methoxy-3,4-dihydro-2H-1-oxa-9-aza-phenanthrene-3-yl)-piperidin-4-ylamine (50 mg, 0.14 mmol, 1.0 eq) in N,N-dimethylformamide (3 mL), followed by 1-hydroxybenzotriazole (21 mg, 0.15 mmol, 1.1 eq), N-(3-dimethylaminopropyl)-N′-ethylcarbodiimide hydrochloride (31 mg, 0.16 mmol, 1.15 eq) and N,N-diisopropylethylamine (53 μL, 0.31 mmol, 2.25 eq). After 15 ho... Starting materials: Cl.CN(CCCN=C=NCC)C (N-(3-dimethylaminopropyl)-N′-ethylcarbodiimide hydrochloride), C(C)(C)N(C(C)C)CC (N,N-diisopropylethylamine), O=C1CSC2=C(N1)C=C(C=C2)C(=O)O (3-Oxo-3,4-dihydro-2H-benzo[1,4]thiazine-6-carboxylic acid), COC=1C=C2C=3CC(COC3C=NC2=CC1)N1CCC(CC1)N (1-(6-methoxy-3,4-dihydro-2H-1-oxa-9-aza-phenanthrene-3-yl)-piperidin-4-ylamine), ON1N=NC2=C1C=CC=C2 (1-hydroxybenzotriazole). The product is COC=1C=C2C=3CC(COC3C=NC2=CC1)N1CCC(CC1)NC(=O)C=1C=CC2=C(NC(CS2)=O)C1 (3-oxo-3,4-dihydro-2H-benzo[1,4]thiazine-6-carboxylic acid [1-(6-methoxy-3,4-dihydro-2H-1-oxa-9-aza-phenanthrene-3-yl)-piperidin-4-yl]-amide). Reaction conditions: time 15 hour. The reactants are ClC=1C(N(N=CC1OCC1CCCC1)C1OCCCC1)=O (4-chloro-5-cyclopentylmethoxy-2-(tetrahydro-pyran-2-yl)-2H-pyridazin-3-one), Cl (hydrochloric acid), [OH-].[Na+] (sodium hydroxide). Run in O (water), CO (methanol). Reaction conditions: temperature 110 celsius, time 2.5 hour. Product: ClC=1C(NN=CC1OCC1CCCC1)=O (4-chloro-5-cyclopentylmethoxy-2H-pyridazin-3-one). Yield: 0.1%. Reaction SMILES: [Cl:1][C:2]1[C:3](=[O:21])[N:4](C2CCCCO2)[N:5]=[CH:6][C:7]=1[O:8][CH2:9][CH:10]1[CH2:14][CH2:13][CH2:12][CH2:11]1.Cl.[OH-].[Na+]>CO.O>[Cl:1][C:2]1[C:3](=[O:21])[NH:4][N:5]=[CH:6][C:7]=1[O:8][CH2:9][CH:10]1[CH2:14][CH2:13][CH2:12][CH2:11]1 |f:2.3|. Reported procedure: A solution of 4-chloro-5-cyclopentylmethoxy-2-(tetrahydro-pyran-2-yl)-2H-pyridazin-3-one (1.63 g, 5.21 mmol) in methanol (10 mL, 0.52M) was treated with a 6N aqueous hydrochloric acid solution (4.4 mL). The reaction solution was heated to 110° C., where it stirred for 2.5 h and was then allowed to cool to 25° C. The reaction was then diluted with water (100 mL) and brought to basic pH with a 4N aqueous sodium hydroxide solution. This solution was extracted with methylene chloride (1×100 mL). The... Procedure details: Using (4R,5S)-4-(tert-butyldimethylsilyloxy)-3,3,5-trimethylpyrrolidin-2-one (266.6 mg), 4-iodo-2-(trifluoromethyl)benzonitrile (340 mg), cesium carbonate (505 mg), tris(dibenzylideneacetone)dipalladium(0) (47 mg) and 4,5-bis(diphenylphosphino)-9,9-dimethylxanthene (120 mg), and in the same manner as in Reference Example 3, the title compound was obtained as a colorless oil (yield: 391.7 mg, yield: 89%). Isolated yield 89.0%. Reagents/catalysts: C=1C=CC(=CC1)/C=C/C(=O)/C=C/C2=CC=CC=C2.C=1C=CC(=CC1)/C=C/C(=O)/C=C/C2=CC=CC=C2.C=1C=CC(=CC1)/C=C/C(=O)/C=C/C2=CC=CC=C2.[Pd].[Pd] (tris(dibenzylideneacetone)dipalladium(0)). RXN SMILES: [Si:1]([O:8][C@H:9]1[C@H:13]([CH3:14])[NH:12][C:11](=[O:15])[C:10]1([CH3:17])[CH3:16])([C:4]([CH3:7])([CH3:6])[CH3:5])([CH3:3])[CH3:2].I[C:19]1[CH:26]=[CH:25][C:22]([C:23]#[N:24])=[C:21]([C:27]([F:30])([F:29])[F:28])[CH:20]=1.C(=O)([O-])[O-].[Cs+].[Cs+].C1(P(C2C=CC=CC=2)C2C3OC4C(=CC=CC=4P(C4C=CC=CC=4)C4C=CC=CC=4)C(C)(C)C=3C=CC=2)C=CC=CC=1>C1C=CC(/C=C/C(/C=C/C2C=CC=CC=2)=O)=CC=1.C1C=CC(/C=C/C(/C=C/C2C=CC=CC=2)=O)=CC=1.C1C=CC(/C=C/C(/C=C/C2C=CC=CC=2)=O)=CC=1.[Pd].[Pd]>[Si:1]([O:8][C@H:9]1[C@H:13]([CH3:14])[N:12]([C:19]2[CH:26]=[CH:25][C:22]([C:23]#[N:24])=[C:21]([C:27]([F:28])([F:30])[F:29])[CH:20]=2)[C:11](=[O:15])[C:10]1([CH3:16])[CH3:17])([C:4]([CH3:7])([CH3:6])[CH3:5])([CH3:3])[CH3:2] |f:2.3.4,6.7.8.9.10|. The product is [Si](C)(C)(C(C)(C)C)O[C@@H]1C(C(N([C@H]1C)C1=CC(=C(C#N)C=C1)C(F)(F)F)=O)(C)C (4-[(4R,5S)-4-(tert-butyldimethylsilyloxy)-3,3,5-trimethyl-2-oxopyrrolidin-1-yl]-2-(trifluoromethyl)benzonitrile), oil. Starting materials: C([O-])([O-])=O.[Cs+].[Cs+] (cesium carbonate), C1(=CC=CC=C1)P(C1=CC=CC=2C(C3=CC=CC(=C3OC12)P(C1=CC=CC=C1)C1=CC=CC=C1)(C)C)C1=CC=CC=C1 (4,5-bis(diphenylphosphino)-9,9-dimethylxanthene), [Si](C)(C)(C(C)(C)C)O[C@@H]1C(C(N[C@H]1C)=O)(C)C ((4R,5S)-4-(tert-butyldimethylsilyloxy)-3,3,5-trimethylpyrrolidin-2-one), IC1=CC(=C(C#N)C=C1)C(F)(F)F (4-iodo-2-(trifluoromethyl)benzonitrile). Reactants: FC=1C(=NC=CC1C=O)C(F)(F)F (3-fluoro-2-trifluoromethyl-pyridine-4-carbaldehyde), Cl.NO (hydroxylamine hydrochloride), C(C)(=O)[O-].[NH4+] (ammonium acetate). The solvent is CO (MeOH), O (water). Run at time 8 hour. Product: FC=1C(=NC=CC1C=NO)C(F)(F)F (3-Fluoro-2-trifluoromethyl-pyridine-4-carbaldehyde oxime). As a reaction SMILES: [F:1][C:2]1[C:3]([C:10]([F:13])([F:12])[F:11])=[N:4][CH:5]=[CH:6][C:7]=1[CH:8]=O.Cl.[NH2:15][OH:16].C([O-])(=O)C.[NH4+]>CO.O>[F:1][C:2]1[C:3]([C:10]([F:13])([F:12])[F:11])=[N:4][CH:5]=[CH:6][C:7]=1[CH:8]=[N:15][OH:16] |f:1.2,3.4|. Procedure: To a solution of 3-fluoro-2-trifluoromethyl-pyridine-4-carbaldehyde (0.495 g, 2.05 mmol) in MeOH (17.6 mL) and water (2.9 mL) were added hydroxylamine hydrochloride (0.214 g, 3.08 mmol) and ammonium acetate (0.474 g, 6.15 mmol), and the resulting mixture was stirred at RT overnight. Volatile were removed in vacuo, and the residue was suspended in CH2Cl2/MeOH 9:1. The precipitate was filtered off, washed with CH2Cl2 and dried to afford the title compound as a white solid. MS (LC/MS): 209.0 [M+H]+... Reactants: CC1=CC=C(S1)CCN (2-(5-Methyl-thiophen-2-yl)-ethylamine), C(C)(=O)OC(C)=O (acetic anhydride). The product is CC1=CC=C(S1)CCNC(C)=O (N-[2-(5-Methyl-thiophen-2-yl)-ethyl]-acetamide). Isolated yield 78.0%. RXN SMILES: [CH3:1][C:2]1[S:6][C:5]([CH2:7][CH2:8][NH2:9])=[CH:4][CH:3]=1.[C:10](OC(=O)C)(=[O:12])[CH3:11]>>[CH3:1][C:2]1[S:6][C:5]([CH2:7][CH2:8][NH:9][C:10](=[O:12])[CH3:11])=[CH:4][CH:3]=1. Reported procedure: In close analogy to the procedure described above, 2-(5-Methyl-thiophen-2-yl)-ethylamine is reacted with acetic anhydride to provide the title compound.